Dataset: the Open Reaction Database (ORD), a public repository of structured organic reaction records. Task: describe an organic reaction: reactants, conditions, products, and yield Reactants: C1(=CC=CC=C1)C1=C(NC2=CC=C(C=C12)N1C=CC=C1)C(=O)N[C@@H](CC1=CC=CC=C1)C(=O)OCC (ethyl N-{[3-phenyl-5-(1H-pyrrol-1-yl)-1H-indol-2-yl]carbonyl}-L-phenylalaninate). Solvent: O (H2O). The product is C1(=CC=CC=C1)C1=C(NC2=CC=C(C=C12)N1C=CC=C1)C(=O)N[C@@H](CC1=CC=CC=C1)C(=O)O (N-{[3-phenyl-5-(1H-pyrrol-1-yl)-1H-indol-2-yl]carbonyl}-L-phenylalanine). Reaction SMILES: [C:1]1([C:7]2[C:15]3[C:10](=[CH:11][CH:12]=[C:13]([N:16]4[CH:20]=[CH:19][CH:18]=[CH:17]4)[CH:14]=3)[NH:9][C:8]=2[C:21]([NH:23][C@H:24]([C:32]([O:34]CC)=[O:33])[CH2:25][C:26]2[CH:31]=[CH:30][CH:29]=[CH:28][CH:27]=2)=[O:22])[CH:6]=[CH:5][CH:4]=[CH:3][CH:2]=1>O>[C:1]1([C:7]2[C:15]3[C:10](=[CH:11][CH:12]=[C:13]([N:16]4[CH:17]=[CH:18][CH:19]=[CH:20]4)[CH:14]=3)[NH:9][C:8]=2[C:21]([NH:23][C@H:24]([C:32]([OH:34])=[O:33])[CH2:25][C:26]2[CH:27]=[CH:28][CH:29]=[CH:30][CH:31]=2)=[O:22])[CH:6]=[CH:5][CH:4]=[CH:3][CH:2]=1. Procedure: The title compound was prepared from ethyl N-{[3-phenyl-5-(1H-pyrrol-1-yl)-1H-indol-2-yl]carbonyl}-L-phenylalaninate followed the procedure of Example 1 Step 4 as an off-white solid: 1H NMR (DMSO-d6) δ 2.90 (dd, J=14.0, 6.1 Hz, 1 H), 3.09 (dd, J=14.0, 9.0 Hz, 1 H), 4.65 (dd, J=9.0, 6.1 Hz, 1 H), 6.20 (t, J=2.0 Hz, 1 H), 6.95-7.05 (m, 1 H), 7.15-7.60 (m, 16 H), 11.87 (s, 1 H), 12.91 (br s, 1 H); MS (ESI) m/z 450 (MH+); MS (ESI) m/z 448 ([M-H]−); HRMS calcd for C28H24N3O3: 450.1818; found (ESI+): ... Starting materials: C(#N)C(C(=O)OCC)C(C)C1=CC=CC=C1 (Ethyl 2-cyano-3-phenylbutyrate), BrC(C(=O)OC)CCBr (methyl 2,4-dibromobutyrate), ClC(C(=O)OCC)CCCl (ethyl 2,4-dichlorbutyrate), C(#N)C(C(=O)OC)C(C)C1=CC=CC=C1 (methyl 2-cyano-3-phenylbutyrate). The product is C1(=CC=CC=C1)C(C)C(C(CCCl)C(=O)OCC)(C(=O)OCC)C#N (diethyl 2-phenyl-3-cyano-6-chlorohexane-3,4-dicarboxylate). RXN SMILES: [C:1]([CH:3]([CH:9]([C:11]1[CH:16]=[CH:15][CH:14]=[CH:13][CH:12]=1)[CH3:10])[C:4]([O:6][CH2:7][CH3:8])=[O:5])#[N:2].Cl[CH:18]([CH2:24][CH2:25][Cl:26])[C:19]([O:21][CH2:22][CH3:23])=[O:20].C(C(C(C1C=CC=CC=1)C)C(OC)=O)#N.BrC(CCBr)C(OC)=O>>[C:11]1([CH:9]([C:3]([C:1]#[N:2])([C:4]([O:6][CH2:7][CH3:8])=[O:5])[CH:18]([C:19]([O:21][CH2:22][CH3:23])=[O:20])[CH2:24][CH2:25][Cl:26])[CH3:10])[CH:12]=[CH:13][CH:14]=[CH:15][CH:16]=1. Procedure: Ethyl 2-cyano-3-phenylbutyrate and ethyl 2,4-dichlorbutyrate can be used in place of methyl 2-cyano-3-phenylbutyrate and methyl 2,4-dibromobutyrate, respectively, in the alkylation reaction of Example 3 to produce the corresponding diethyl 2-phenyl-3-cyano-6-chlorohexane-3,4-dicarboxylate. The latter product can then be reacted with the tricarboxylate of Example 4 and the dicarboxylate of Example 7 to give the corresponding pentaester and tetraester products. Reaction SMILES: [BrH:18].[CH3:45][CH:46]([CH3:47])[CH2:48][C:49](=[O:50])[CH3:51].[Cl:19][c:20]1[cH:21][c:22]([N+:33](=[O:34])[O-:35])[c:23]([NH:26][CH:27]2[CH2:28][CH2:29][NH:30][CH2:31][CH2:32]2)[cH:24][cH:25]1.[Cl:1][CH2:2][CH2:3][CH2:4][n:5]1[c:6](=[O:17])[n:7]([C:14](=[CH2:15])[CH3:16])[c:8]2[c:9]1[cH:10][cH:11][cH:12][cH:13]2.[I-:43].[K+:42].[Na+:36].[Na+:37].[O-:38][C:39](=[O:40])[O-:41].[OH2:44]>>[CH2:2]([CH2:3][CH2:4][n:5]1[c:6](=[O:17])[n:7]([C:14](=[CH2:15])[CH3:16])[c:8]2[c:9]1[cH:10][cH:11][cH:12][cH:13]2)[N:30]1[CH2:29][CH2:28][CH:27]([NH:26][c:23]2[c:22]([N+:33](=[O:34])[O-:35])[cH:21][c:20]([Cl:19])[cH:25][cH:24]2)[CH2:32][CH2:31]1. Reactants: Br, CC(=O)CC(C)C, O=[N+]([O-])c1cc(Cl)ccc1NC1CCNCC1, C=C(C)n1c(=O)n(CCCCl)c2ccccc21, [I-], [K+], [Na+], [Na+], O=C([O-])[O-], O. The product is C=C(C)n1c(=O)n(CCCN2CCC(Nc3ccc(Cl)cc3[N+](=O)[O-])CC2)c2ccccc21. Reactants: C=CCN, CCOCC, CCO, COC(=O)c1ccc(C)nc1Cl, Cl, [Na+], [Na+], O=C([O-])[O-]. RXN SMILES: [CH2:13]([CH:14]=[CH2:15])[NH2:16].[CH3:24][CH2:25][O:26][CH2:27][CH3:28].[CH3:29][CH2:30][OH:31].[Cl:1][c:2]1[c:3]([C:4](=[O:5])[O:6][CH3:7])[cH:8][cH:9][c:10]([CH3:12])[n:11]1.[ClH:23].[Na+:17].[Na+:18].[O-:19][C:20](=[O:21])[O-:22]>>[c:2]1([NH:16][CH2:13][CH:14]=[CH2:15])[c:3]([C:4](=[O:5])[O:6][CH3:7])[cH:8][cH:9][c:10]([CH3:12])[n:11]1. Yields the product C=CCNc1nc(C)ccc1C(=O)OC. As a reaction SMILES: [CH2:1]([C@H:8]([NH:13][C:14](=[O:17])[O:15][CH3:16])[C:9](=[O:12])[CH2:10][Cl:11])[C:2]1[CH:7]=[CH:6][CH:5]=[CH:4][CH:3]=1.Cl.O>C(O)C>[CH2:1]([C@H:8]([NH:13][C:14](=[O:17])[O:15][CH3:16])[C@H:9]([OH:12])[CH2:10][Cl:11])[C:2]1[CH:3]=[CH:4][CH:5]=[CH:6][CH:7]=1. Reactants: lithium aluminum tri-tert.-butoxyhydride, C(C1=CC=CC=C1)[C@@H](C(CCl)=O)NC(OC)=O (methyl (S)-(1-benzyl-3-chloro-2-oxo-propyl)-carbamate), Cl (hydrochloric acid), O (water). Solvent: C(C)O (ethanol). Isolated yield 90.3%. Procedure details: 33.06 g of lithium aluminum tri-tert.-butoxyhydride were added portionwise at -15° C. to a suspension of 25.57 g of methyl (S)-(1-benzyl-3-chloro-2-oxo-propyl)-carbamate in 280 ml of ethanol and the mixture was subsequently hydrolyzed at 0° C. with 140 ml of 3N hydrochloric acid and 170 ml of water. The suspension was concentrated to 370 ml, filtered and the residue was washed with water/ethanol (4:1) and dried, there being obtained 23.27 g (90%) of isomerically-pure methyl (1S,2S)-(1-benzyl-3-c... Product: C(C1=CC=CC=C1)[C@@H]([C@@H](CCl)O)NC(OC)=O (methyl (1S,2S)-(1-benzyl-3-chloro-2-hydroxy-propyl)-carbamate). The reactants are CN(C)C=O, Cc1ccc(CNc2ccc3c(CCl)cccc3n2)o1, O=S(O)c1ccc(Cl)cc1, [Na], O. The product is Cc1ccc(CNc2ccc3c(CS(=O)(=O)c4ccc(Cl)cc4)cccc3n2)o1. As a reaction SMILES: [CH3:33][N:34]([CH3:35])[CH:36]=[O:37].[Cl:1][CH2:2][c:3]1[c:4]2[cH:5][cH:6][c:7]([NH:13][CH2:14][c:15]3[o:16][c:17]([CH3:20])[cH:18][cH:19]3)[n:8][c:9]2[cH:10][cH:11][cH:12]1.[Cl:22][c:23]1[cH:24][cH:25][c:26]([S:29](=[O:30])[OH:31])[cH:27][cH:28]1.[Na:21].[OH2:32]>>[CH2:2]([c:3]1[c:4]2[cH:5][cH:6][c:7]([NH:13][CH2:14][c:15]3[o:16][c:17]([CH3:20])[cH:18][cH:19]3)[n:8][c:9]2[cH:10][cH:11][cH:12]1)[S:29]([c:26]1[cH:25][cH:24][c:23]([Cl:22])[cH:28][cH:27]1)(=[O:30])=[O:31]. Reactants: COc1ccc(P2(=S)SP(=S)(c3ccc(OC)cc3)S2)cc1, CN(c1c(Cl)ccc2cc(C(N)=O)[nH]c12)S(=O)(=O)c1cccs1, C1CCOC1. Yields the product CN(c1c(Cl)ccc2cc(C(N)=S)[nH]c12)S(=O)(=O)c1cccs1. As a reaction SMILES: [CH3:24][O:25][c:26]1[cH:27][cH:28][c:29]([P:30]2(=[S:33])[S:31][P:32]([c:34]3[cH:35][cH:36][c:37]([O:38][CH3:39])[cH:40][cH:41]3)(=[S:42])[S:43]2)[cH:44][cH:45]1.[Cl:1][c:2]1[cH:3][cH:4][c:5]2[cH:6][c:7]([C:21](=[O:22])[NH2:23])[nH:8][c:9]2[c:10]1[N:11]([S:12](=[O:13])(=[O:14])[c:15]1[s:16][cH:17][cH:18][cH:19]1)[CH3:20].[O:46]1[CH2:47][CH2:48][CH2:49][CH2:50]1>>[Cl:1][c:2]1[cH:3][cH:4][c:5]2[cH:6][c:7]([C:21]([NH2:23])=[S:33])[nH:8][c:9]2[c:10]1[N:11]([S:12](=[O:13])(=[O:14])[c:15]1[s:16][cH:17][cH:18][cH:19]1)[CH3:20].